This data is from the Open Reaction Database (ORD), a public repository of structured organic reaction records. The task is: describe an organic reaction: reactants, conditions, products, and yield Reactants: ClC=1C=CC2=C(NC=3C(S2)=CNC(C3C#N)=O)C1 (7-chloro-2,3-dihydro-3-oxo-5H-pyrido[3,4-b][1,4]benzothiazine-4-carbonitrile), C(C)(=O)OO (ethaneperoxoic acid). Solvent: C(C)(=O)O (acetic acid). Run at time 27 hour. Product: ClC=1C=CC2=C(NC=3C(S2=O)=CNC(C3C#N)=O)C1 (7-chloro-2,3-dihydro-3-oxo-5H-pyrido[3,4-b][1,4]benzothiazine-4-carbonitrile 10-oxide). As a reaction SMILES: [Cl:1][C:2]1[CH:3]=[CH:4][C:5]2[S:10][C:9]3=[CH:11][NH:12][C:13](=[O:17])[C:14]([C:15]#[N:16])=[C:8]3[NH:7][C:6]=2[CH:18]=1.C(OO)(=[O:21])C>C(O)(=O)C>[Cl:1][C:2]1[CH:3]=[CH:4][C:5]2[S:10](=[O:21])[C:9]3=[CH:11][NH:12][C:13](=[O:17])[C:14]([C:15]#[N:16])=[C:8]3[NH:7][C:6]=2[CH:18]=1. Procedure: A mixture of 1 part of 7-chloro-2,3-dihydro-3-oxo-5H-pyrido[3,4-b][1,4]benzothiazine-4-carbonitrile, 14 parts of ethaneperoxoic acid, and 58 parts of acetic acid is stirred at room temperature for 27 hours, whereupon insoluble solids are filtered out, dried in air, and recrystallized from aqueous N,N-dimethylformamide to give 7-chloro-2,3-dihydro-3-oxo-5H-pyrido[3,4-b][1,4]benzothiazine-4-carbonitrile 10-oxide as a colorless solid melting above 300°. Reaction SMILES: [C:1]([C:3](=[C:7](SC)[C:8]1[CH:13]=[CH:12][C:11]([CH3:14])=[CH:10][CH:9]=1)[C:4]([NH2:6])=[O:5])#[N:2].Cl.[Br:18][C:19]1[CH:24]=[CH:23][C:22]([NH:25][NH2:26])=[CH:21][CH:20]=1.[OH-].[Na+]>>[NH2:2][C:1]1[N:25]([C:22]2[CH:23]=[CH:24][C:19]([Br:18])=[CH:20][CH:21]=2)[N:26]=[C:7]([C:8]2[CH:13]=[CH:12][C:11]([CH3:14])=[CH:10][CH:9]=2)[C:3]=1[C:4]([NH2:6])=[O:5] |f:1.2,3.4|. The yield is 31.7%. Reported procedure: The title compound was prepared from 2-cyano-3-methylthio-3-(4-tolyl)acrylamide (928 mg, 4.0 mmol), 4-bromophenylhydrazine hydrochloride (894 mg, 4.0 mmol) and sodium hydroxide (176 mg, 4.4 mmol) following the procedure used for the compound of Example 12. The crude product was subjected to column chromatography (SiO2, 10% methanol in CH2Cl2) and recrystallisation from ethyl acetate to give the title compound as white crystals (470 mg) m.p. 222-223°. δH (CDCl3) 7.63 (2H, dt, J 8.8, 2.2 Hz), 7.52... Product: NC1=C(C(=NN1C1=CC=C(C=C1)Br)C1=CC=C(C=C1)C)C(=O)N (5-Amino-1-(4-bromophenyl)-3-(4-tolyl)pyrazole-4-carboxamide). Starting materials: C(#N)C(C(=O)N)=C(C1=CC=C(C=C1)C)SC (2-cyano-3-methylthio-3-(4-tolyl)acrylamide), Cl.BrC1=CC=C(C=C1)NN (4-bromophenylhydrazine hydrochloride), [OH-].[Na+] (sodium hydroxide), C(#N)C(C(=O)N)=C(C1=CC=C(C=C1)C)SC (2-cyano-3-methylthio-3-(4-tolyl)acrylamide). Reactants: O=C([O-])O, Cc1ccccc1, N#Cc1ccccc1-c1ccc(CO)cc1F, [Na+], BrP(Br)Br. The product is N#Cc1ccccc1-c1ccc(CBr)cc1F. RXN SMILES: [C:22](=[O:23])([O-:24])[OH:25].[CH3:27][c:28]1[cH:29][cH:30][cH:31][cH:32][cH:33]1.[F:1][c:2]1[c:3](-[c:10]2[c:11]([C:16]#[N:17])[cH:12][cH:13][cH:14][cH:15]2)[cH:4][cH:5][c:6]([CH2:8][OH:9])[cH:7]1.[Na+:26].[P:18]([Br:19])([Br:20])[Br:21]>>[F:1][c:2]1[c:3](-[c:10]2[c:11]([C:16]#[N:17])[cH:12][cH:13][cH:14][cH:15]2)[cH:4][cH:5][c:6]([CH2:8][Br:19])[cH:7]1. Starting materials: O=C([O-])[O-], O=C(OCc1ccccc1)N1CCOc2cc(O)ccc21, CCOC(C)=O, [K+], [K+], Nc1nc(Cl)cc(Cl)n1, CN(C)C=O. Yields the product Nc1nc(Cl)cc(Oc2ccc3c(c2)OCCN3C(=O)OCc2ccccc2)n1. As a reaction SMILES: [C:22](=[O:23])([O-:24])[O-:25].[CH2:1]([c:2]1[cH:3][cH:4][cH:5][cH:6][cH:7]1)[O:8][C:9](=[O:10])[N:11]1[CH2:12][CH2:13][O:14][c:15]2[c:16]1[cH:17][cH:18][c:19]([OH:21])[cH:20]2.[CH3:37][CH2:38][O:39][C:40]([CH3:41])=[O:42].[K+:26].[K+:27].[NH2:28][c:29]1[n:30][c:31]([Cl:36])[cH:32][c:33]([Cl:35])[n:34]1.[O:43]=[CH:44][N:45]([CH3:46])[CH3:47]>>[CH2:1]([c:2]1[cH:3][cH:4][cH:5][cH:6][cH:7]1)[O:8][C:9](=[O:10])[N:11]1[CH2:12][CH2:13][O:14][c:15]2[c:16]1[cH:17][cH:18][c:19]([O:21][c:33]1[cH:32][c:31]([Cl:36])[n:30][c:29]([NH2:28])[n:34]1)[cH:20]2. The reactants are CC(=O)c1ccc(O)cc1, ClCc1ccccc1, [K+], [K+], O=C([O-])[O-], CN(C)C=O. Product: CC(=O)c1ccc(OCc2ccccc2)cc1. As a reaction SMILES: [CH3:1][C:2](=[O:3])[c:4]1[cH:5][cH:6][c:7]([OH:8])[cH:9][cH:10]1.[Cl:17][CH2:18][c:19]1[cH:20][cH:21][cH:22][cH:23][cH:24]1.[K+:11].[K+:12].[O-:13][C:14]([O-:15])=[O:16].[O:25]=[CH:26][N:27]([CH3:28])[CH3:29]>>[CH3:1][C:2](=[O:3])[c:4]1[cH:5][cH:6][c:7]([O:8][CH2:18][c:19]2[cH:20][cH:21][cH:22][cH:23][cH:24]2)[cH:9][cH:10]1.